From a dataset of the Open Reaction Database (ORD), a public repository of structured organic reaction records. describe an organic reaction: reactants, conditions, products, and yield Reactants: C(C=C)OC(C(NC(=O)OC(C)(C)C)CCN1C(C=2C(C1=O)=CC=CC2)=O)=O ((±)-N-(tert-butoxycarbonyl)-2-(2-phthalimidoethyl)glycine allyl ester), COC1=CC=C(C=C1)S(=O)(=O)Cl (4-methoxybenzenesulfonyl chloride), C(C1=CC=CC=C1)OC(C(NC(=O)OC(C)(C)C)CCN1C(C=2C(C1=O)=CC=CC2)=O)=O ((±)-N-(tert-butoxycarbonyl)-2-(2-phthalimidoethyl)glycine benzyl ester), product. Yields the product O(C1=CC=CC=C1)C1=CC=C(C=C1)S(=O)(=O)Cl (4-phenoxybenzenesulfonyl chloride), C(C1=CC=CC=C1)OC(C(NS(=O)(=O)C1=CC=C(C=C1)OC)CCN1C(C=2C(C1=O)=CC=CC2)=O)=O ((±)-N-(4-Methoxybenzensulfonyl)-2-(2-phthalimidoethyl)glycine Benzyl Ester). Yield: 61.0%. As a reaction SMILES: [CH2:1]([O:8][C:9](=[O:32])[CH:10]([CH2:19][CH2:20][N:21]1[C:25](=[O:26])[C:24]2=[CH:27][CH:28]=[CH:29][CH:30]=[C:23]2[C:22]1=[O:31])[NH:11]C(OC(C)(C)C)=O)[C:2]1[CH:7]=[CH:6][CH:5]=[CH:4][CH:3]=1.C(OC(=O)C(CCN1C(=O)C2=CC=CC=C2C1=O)NC(OC(C)(C)C)=O)C=C.[CH3:61][O:62][C:63]1[CH:68]=[CH:67][C:66]([S:69]([Cl:72])(=[O:71])=[O:70])=[CH:65][CH:64]=1>>[O:62]([C:63]1[CH:64]=[CH:65][C:66]([S:69]([Cl:72])(=[O:71])=[O:70])=[CH:67][CH:68]=1)[C:61]1[CH:6]=[CH:7][CH:2]=[CH:3][CH:4]=1.[CH2:1]([O:8][C:9](=[O:32])[CH:10]([CH2:19][CH2:20][N:21]1[C:22](=[O:31])[C:23]2=[CH:30][CH:29]=[CH:28][CH:27]=[C:24]2[C:25]1=[O:26])[NH:11][S:69]([C:66]1[CH:65]=[CH:64][C:63]([O:62][CH3:61])=[CH:68][CH:67]=1)(=[O:71])=[O:70])[C:2]1[CH:7]=[CH:6][CH:5]=[CH:4][CH:3]=1. Reported procedure: In a similar manner to the procedures described in Example 1(2)-a and b, reactions were carried out using (±)-N-(tert-butoxycarbonyl)-2-(2-phthalimidoethyl)glycine benzyl ester, the product of Example 19(1), instead of (±)-N-(tert-butoxycarbonyl)-2-(2-phthalimidoethyl)glycine allyl ester, and using 4-methoxybenzenesulfonyl chloride, instead of 4-phenoxybenzenesulfonyl chloride, to afford the desired compound (yield 61%) as a white powder. Reaction conditions: temperature 90 celsius, time 8 hour. Yields the product CC1=C(C=C(C(=O)OC)C=C1)C1=CN=C(N1)C1CCOCC1 (Methyl 4-methyl-3-(2-(tetrahydro-2H-pyran-4-yl)-1H-imidazol-5-yl)benzoate). Procedure: Into a 50-mL three neck round-bottom flask, which was purged and maintained with an inert atmosphere of nitrogen, was placed a solution of 5-iodo-2-(tetrahydro-2H-pyran-4-yl)-1H-imidazole (compound 241.1, 400 mg, 1.44 mmol) in dioxane (15 mL). Methyl 4-methyl-3-(tetramethyl-1,3,2-dioxaborolan-2-yl)benzoate (compound 5.4, 397 mg, 1.44 mmol), potassium carbonate (993 mg, 7.18 mmol), water (1.5 mL) and Pd(dppf)Cl2 (105 mg, 0.14 mmol, 0.10 equiv) were added to the reaction. The reaction mixture was ... The reactants are IC1=CN=C(N1)C1CCOCC1 (5-iodo-2-(tetrahydro-2H-pyran-4-yl)-1H-imidazole), CC1=C(C=C(C(=O)OC)C=C1)B1OC(C(O1)(C)C)(C)C (Methyl 4-methyl-3-(4,4,5,5-tetramethyl-1,3,2-dioxaborolan-2-yl)benzoate), CC1=C(C=C(C(=O)OC)C=C1)B1OC(C(O1)(C)C)(C)C (Methyl 4-methyl-3-(4,4,5,5-tetramethyl-1,3,2-dioxaborolan-2-yl)benzoate), C([O-])([O-])=O.[K+].[K+] (potassium carbonate), O (water), IC1=CN=C(N1)C1CCOCC1 (5-iodo-2-(tetrahydro-2H-pyran-4-yl)-1H-imidazole). As a reaction SMILES: I[C:2]1[NH:6][C:5]([CH:7]2[CH2:12][CH2:11][O:10][CH2:9][CH2:8]2)=[N:4][CH:3]=1.[CH3:13][C:14]1[CH:23]=[CH:22][C:17]([C:18]([O:20][CH3:21])=[O:19])=[CH:16][C:15]=1B1OC(C)(C)C(C)(C)O1.C(=O)([O-])[O-].[K+].[K+].O>O1CCOCC1.CCOC(C)=O.C1C=CC(P(C2C=CC=CC=2)[C-]2C=CC=C2)=CC=1.C1C=CC(P(C2C=CC=CC=2)[C-]2C=CC=C2)=CC=1.Cl[Pd]Cl.[Fe+2]>[CH3:13][C:14]1[CH:23]=[CH:22][C:17]([C:18]([O:20][CH3:21])=[O:19])=[CH:16][C:15]=1[C:2]1[NH:6][C:5]([CH:7]2[CH2:12][CH2:11][O:10][CH2:9][CH2:8]2)=[N:4][CH:3]=1 |f:2.3.4,8.9.10.11|. The reagents and catalysts are C1=CC=C(C=C1)P([C-]2C=CC=C2)C3=CC=CC=C3.C1=CC=C(C=C1)P([C-]2C=CC=C2)C3=CC=CC=C3.Cl[Pd]Cl.[Fe+2] (Pd(dppf)Cl2). Isolated yield 60.1%. Solvent: CCOC(=O)C (EtOAc), O1CCOCC1 (dioxane). Starting materials: COC=1C=C(CI)C=C(C1OC)OC (3,4,5-trimethoxybenzyl iodide), C(=O)(OC(C)(C)C)N[C@@H](CC1=CC=CC=C1)[C@@H]1CCC(O1)=O (5(S)-[1(S)-(Boc-amino)-2-phenylethyl]-dihydrofuran-2-(3H)-one), CN1CCCN(C1=O)C (DMPU), solution, C[Si](C)(C)[N-][Si](C)(C)C.[Li+] (lithium bis(trimethylsilyl)amide). Run in C1CCOC1 (THF), C1CCOC1 (THF). Yields the product C(=O)(OC(C)(C)C)N[C@@H](CC1=CC=CC=C1)[C@@H]1C[C@H](C(O1)=O)CC1=CC(=C(C(=C1)OC)OC)OC (5(S)-[1(S)-(Boc-Amino)-2-phenylethyl]-3(R)-[(3,4,5-trimethoxyphenyl)methyl]dihydrofuran-2-(3H)-one). Reaction SMILES: [C:1]([NH:8][C@H:9]([C@H:17]1[O:21][C:20](=[O:22])[CH2:19][CH2:18]1)[CH2:10][C:11]1[CH:16]=[CH:15][CH:14]=[CH:13][CH:12]=1)([O:3][C:4]([CH3:7])([CH3:6])[CH3:5])=[O:2].C[Si]([N-][Si](C)(C)C)(C)C.[Li+].CN1C(=O)N(C)CCC1.[CH3:42][O:43][C:44]1[CH:45]=[C:46]([CH:49]=[C:50]([O:54][CH3:55])[C:51]=1[O:52][CH3:53])[CH2:47]I>C1COCC1>[C:1]([NH:8][C@H:9]([C@H:17]1[O:21][C:20](=[O:22])[C@H:19]([CH2:47][C:46]2[CH:49]=[C:50]([O:54][CH3:55])[C:51]([O:52][CH3:53])=[C:44]([O:43][CH3:42])[CH:45]=2)[CH2:18]1)[CH2:10][C:11]1[CH:16]=[CH:15][CH:14]=[CH:13][CH:12]=1)([O:3][C:4]([CH3:6])([CH3:7])[CH3:5])=[O:2] |f:1.2|. Procedure details: In analogy with Example 44c), 1 g of 5(S)-[1(S)-(Boc-amino)-2-phenylethyl]-dihydrofuran-2-(3H)-one [Example 2b)] in 4 ml of abs. THF is deprotonated (-75° C.) with 6.42 ml of a 1M solution of lithium bis(trimethylsilyl)amide in THF, and with the addition of 0.66 ml of DMPU and alkylated with 1.008 g 3,4,5-trimethoxybenzyl iodide. Chromatography on silica gel (eluent, hexane/acetone 3:1) affords the title compound. TLC Rf (hexane/acetone, 3:1)=0.22. FAB-MS M+ =485. Starting materials: CCN=C=NCCCN(C)C, CO, CCN(C(C)C)C(C)C, ClCCl, O=C(O)CC1Cc2ccccc2NC1=O. The product is COC(=O)CC1Cc2ccccc2NC1=O. Reaction SMILES: [CH3:16][CH2:17][N:18]=[C:19]=[N:20][CH2:21][CH2:22][CH2:23][N:24]([CH3:25])[CH3:26].[CH3:39][OH:40].[CH:27]([N:28]([CH2:29][CH3:30])[CH:31]([CH3:32])[CH3:33])([CH3:34])[CH3:35].[Cl:36][CH2:37][Cl:38].[O:1]=[C:2]1[NH:3][c:4]2[cH:5][cH:6][cH:7][cH:8][c:9]2[CH2:10][CH:11]1[CH2:12][C:13](=[O:14])[OH:15]>>[O:1]=[C:2]1[NH:3][c:4]2[cH:5][cH:6][cH:7][cH:8][c:9]2[CH2:10][CH:11]1[CH2:12][C:13]([O:14][CH3:16])=[O:15]. Yields the product Cc1nc(SCC(O)CN2CCN(C(c3ccc(F)cc3)c3ccc(F)cc3)CC2)c2[nH]cnc2n1. As a reaction SMILES: [CH3:3][c:4]1[n:5][c:6]([SH:13])[c:7]2[nH:8][cH:9][n:10][c:11]2[n:12]1.[CH3:40][OH:41].[Cl:14][CH2:15][CH:16]([CH2:17][N:18]1[CH2:19][CH2:20][N:21]([CH:24]([c:25]2[cH:26][cH:27][c:28]([F:31])[cH:29][cH:30]2)[c:32]2[cH:33][cH:34][c:35]([F:38])[cH:36][cH:37]2)[CH2:22][CH2:23]1)[OH:39].[Cl:47][CH2:48][Cl:49].[H-:2].[Na+:1].[O:42]=[CH:43][N:44]([CH3:45])[CH3:46]>>[CH3:3][c:4]1[n:5][c:6]([S:13][CH2:15][CH:16]([CH2:17][N:18]2[CH2:19][CH2:20][N:21]([CH:24]([c:25]3[cH:26][cH:27][c:28]([F:31])[cH:29][cH:30]3)[c:32]3[cH:33][cH:34][c:35]([F:38])[cH:36][cH:37]3)[CH2:22][CH2:23]2)[OH:39])[c:7]2[nH:8][cH:9][n:10][c:11]2[n:12]1. The reactants are Cc1nc(S)c2[nH]cnc2n1, CO, OC(CCl)CN1CCN(C(c2ccc(F)cc2)c2ccc(F)cc2)CC1, ClCCl, [H-], [Na+], CN(C)C=O. Starting materials: solution, C(CCC)OC1=CC=C(N)C=C1 (4-butoxyaniline), C(C)(=O)O (acetic acid), C(=O)C1=CC=C(C(=O)NCCC(=O)O)C=C1 (3-(4-formylbenzoylamino)propionic acid), C(#N)[BH3-].[Na+] (Sodium cyanoborohydride). Solvent: CN(C)C=O (DMF), COC(OC)OC (trimethylorthoformate), CN(C)C=O (DMF), CO (methanol). Conditions: time 4 hour. Yields the product C(CCC)OC1=CC=C(C=C1)NCC1=CC=C(C(=O)NCCC(=O)O)C=C1 (3-{4-[(4-Butoxyphenylamino)methyl]benzoylamino}propionic Acid). RXN SMILES: [CH:1]([C:3]1[CH:16]=[CH:15][C:6]([C:7]([NH:9][CH2:10][CH2:11][C:12]([OH:14])=[O:13])=[O:8])=[CH:5][CH:4]=1)=O.[CH2:17]([O:21][C:22]1[CH:28]=[CH:27][C:25]([NH2:26])=[CH:24][CH:23]=1)[CH2:18][CH2:19][CH3:20].C(O)(=O)C.C([BH3-])#N.[Na+]>CN(C=O)C.COC(OC)OC.CO>[CH2:17]([O:21][C:22]1[CH:23]=[CH:24][C:25]([NH:26][CH2:1][C:3]2[CH:16]=[CH:15][C:6]([C:7]([NH:9][CH2:10][CH2:11][C:12]([OH:14])=[O:13])=[O:8])=[CH:5][CH:4]=2)=[CH:27][CH:28]=1)[CH2:18][CH2:19][CH3:20] |f:3.4|. Procedure details: The above resin bound 3-(4-formylbenzoylamino)propionic acid (50 mg) was treated with a 0.5 M solution of 4-butoxyaniline (0.25 mmol, 41.25 mg) in a mixture of DMF and trimethylorthoformate (1:1, 0.5 mL) and glacial acetic acid (50 μL) for 1 hour at 25° C. Sodium cyanoborohydride (250 μmol, 16 mg) dissolved in a mixture of DMF and methanol (1:1, 0.25 mL) was added, and the mixture was vortexed at 25° C. for 4 hours followed by filtration and washing with a mixture of DMF and methanol (1:1, 2×1 m... Starting materials: C(#N)[BH3-].[Na+] (sodium cyano borohydride), CO (methanol), NC1=C(C(C2=CC=C(C=C2)CNC(=O)OC(C)(C)C)O)C=C(C=C1)Cl (2-amino-5-chloro-α-(4-tert-butoxycarbonylaminomethylphenyl)benzyl alcohol), CC(C=O)(C)C (trimethyl acetaldehyde). Solvent: C(C)(=O)O (acetic acid), C(C)OC(C)=O (acetic acid ethyl ester). Reaction conditions: time 10 minute. Product: ClC=1C=CC(=C(C(C2=CC=C(C=C2)CNC(=O)OC(C)(C)C)O)C1)NCC(C)(C)C (5-chloro-α-(4-tert-butoxycarbonylaminomethylphenyl)-2-neopentylaminobenzyl alcohol). Isolated yield 100.0%. As a reaction SMILES: CO.[NH2:3][C:4]1[CH:26]=[CH:25][C:24]([Cl:27])=[CH:23][C:5]=1[CH:6]([OH:22])[C:7]1[CH:12]=[CH:11][C:10]([CH2:13][NH:14][C:15]([O:17][C:18]([CH3:21])([CH3:20])[CH3:19])=[O:16])=[CH:9][CH:8]=1.[CH3:28][C:29]([CH3:33])([CH3:32])[CH:30]=O.C([BH3-])#N.[Na+]>C(OC(=O)C)C.C(O)(=O)C>[Cl:27][C:24]1[CH:25]=[CH:26][C:4]([NH:3][CH2:28][C:29]([CH3:33])([CH3:32])[CH3:30])=[C:5]([CH:23]=1)[CH:6]([OH:22])[C:7]1[CH:12]=[CH:11][C:10]([CH2:13][NH:14][C:15]([O:17][C:18]([CH3:21])([CH3:20])[CH3:19])=[O:16])=[CH:9][CH:8]=1 |f:3.4|. Procedure details: To a methanol (8 ml) solution of 2-amino-5-chloro-α-(4-tert-butoxycarbonylaminomethylphenyl)benzyl alcohol (0.83 g) were added trimethyl acetaldehyde (220 mg) and acetic acid (170 mg). The mixture was stirred for 10 minutes at room temperature, to which was added sodium cyano borohydride (160 mg). The mixture was stirred overnight at room temperature, to which was added acetic acid ethyl ester (100 ml). The mixture was washed with water and dried over anhydrous Na2SO4. The solvent was then disti... Reactants: C1(CCCCC1)=C(C(=O)N)C#N (cyclohexylidenecyanoacetamide), [OH-].[Na+] (NaOH), solution, C[O-].[Na+] (sodium methylate), CC(C(=O)[O-])(C(=O)[O-])C (dimethylmalonate). Solvent: CO (methanol), CO (methanol). Reaction conditions: temperature 25 celsius, time 30 minute. Product: O=C1CC2(CC(N1)=O)CCCCC2 (2,4-dioxo-3-azaspiro[5,5]undecane). The yield is 42.2%. RXN SMILES: C[O-].[Na+].C[C:5](C)(C([O-])=O)[C:6]([O-])=[O:7].[C:13]1(=[C:19](C#N)[C:20]([NH2:22])=[O:21])[CH2:18][CH2:17][CH2:16][CH2:15][CH2:14]1.[OH-].[Na+]>CO>[O:7]=[C:6]1[NH:22][C:20](=[O:21])[CH2:19][C:13]2([CH2:14][CH2:15][CH2:16][CH2:17][CH2:18]2)[CH2:5]1 |f:0.1,4.5|. Procedure details: 204 ml of a 5.4 M solution of sodium methylate in methanol, 550 ml methanol and 145.5 g of dimethylmalonate are placed in a 2 litre flask equipped with a mechanical stirrer, thermometer and condenser, under nitrogen flow. After 30 minutes, 148 g of cyclohexylidenecyanoacetamide are added over a period of 30 minutes. The mixture is left under agitation for 1.5 hours at 30° C., after which 626 g of 15% NaOH are added, then heated under reflux for 1.5 hours. 400 ml of methanol are distilled and the... Reactants: C[S+](C)(C)=O, CS(C)=O, CC(C)(OCc1ccc(Cl)cc1)C(=O)COc1cccc(Cl)n1, [H-], [I-], [Na+], O. The product is CC(C)(OCc1ccc(Cl)cc1)C1(COc2cccc(Cl)n2)CO1. As a reaction SMILES: [CH3:4][S+:5]([CH3:6])([CH3:7])=[O:8].[CH3:9][S:10]([CH3:11])=[O:12].[Cl:13][c:14]1[cH:15][cH:16][c:17]([CH2:18][O:19][C:20]([C:21]([CH2:22][O:23][c:24]2[n:25][c:26]([Cl:30])[cH:27][cH:28][cH:29]2)=[O:31])([CH3:32])[CH3:33])[cH:34][cH:35]1.[H-:1].[I-:3].[Na+:2].[OH2:36]>>[CH2:9]1[C:21]([C:20]([O:19][CH2:18][c:17]2[cH:16][cH:15][c:14]([Cl:13])[cH:35][cH:34]2)([CH3:32])[CH3:33])([CH2:22][O:23][c:24]2[n:25][c:26]([Cl:30])[cH:27][cH:28][cH:29]2)[O:31]1. Reactants: CC(=O)OC(C)=O, CC(C)=CCCC(C)CC(O)C(C)[N+](=O)[O-], O, O=S(=O)(O)O. The product is CC(=O)OC(CC(C)CCC=C(C)C)C(C)[N+](=O)[O-]. As a reaction SMILES: [CH3:1][C:2](=[O:3])[O:4][C:5](=[O:6])[CH3:7].[CH3:8][CH:9]([CH2:10][CH:11]([CH:12]([CH3:13])[N+:14](=[O:15])[O-:16])[OH:17])[CH2:18][CH2:19][CH:20]=[C:21]([CH3:22])[CH3:23].[OH2:29].[S:24](=[O:25])(=[O:26])([OH:27])[OH:28]>>[CH3:1][C:2](=[O:3])[O:17][CH:11]([CH2:10][CH:9]([CH3:8])[CH2:18][CH2:19][CH:20]=[C:21]([CH3:22])[CH3:23])[CH:12]([CH3:13])[N+:14](=[O:15])[O-:16].